From a dataset of the Open Reaction Database (ORD), a public repository of structured organic reaction records. describe an organic reaction: reactants, conditions, products, and yield Reactants: C(#N)COC=1C=CC=C2C=CNC12 (7-cyanomethoxyindole), [H-].[Na+] (Sodium hydride), oil, O1C(OCC1)C=1C=C(CBr)C=CC1 (3-(1,3-dioxolan-2-yl)benzyl bromide), C(C)(=O)O (acetic acid). Solvent: ClCCl (dichloromethane), O1CCCC1 (tetrahydrofuran), O1CCCC1 (tetrahydrofuran). Conditions: time 15 minute. Product: O1C(OCC1)C=1C=C(CN2C=CC3=CC=CC(=C23)OCC#N)C=CC1 (1-[3-(1,3-Dioxolan-2-yl)benzyl]-7-cyanomethoxy indole). RXN SMILES: [H-].[Na+].[C:3]([CH2:5][O:6][C:7]1[CH:8]=[CH:9][CH:10]=[C:11]2[C:15]=1[NH:14][CH:13]=[CH:12]2)#[N:4].[O:16]1[CH2:20][CH2:19][O:18][CH:17]1[C:21]1[CH:22]=[C:23]([CH:26]=[CH:27][CH:28]=1)[CH2:24]Br.C(O)(=O)C>O1CCCC1.ClCCl>[O:16]1[CH2:20][CH2:19][O:18][CH:17]1[C:21]1[CH:22]=[C:23]([CH:26]=[CH:27][CH:28]=1)[CH2:24][N:14]1[C:15]2[C:11](=[CH:10][CH:9]=[CH:8][C:7]=2[O:6][CH2:5][C:3]#[N:4])[CH:12]=[CH:13]1 |f:0.1|. Procedure: 60% Sodium hydride dispersion in mineral oil (90 mg, 2.25 mmol) was added to a stirred, cooled solution of 7-cyanomethoxyindole (Example 1a) (0.32 g., 1.86 mmol) in tetrahydrofuran (8 ml). The dark mixture was stirred for 15 minutes at room temperature then cooled again whilst a solution of 3-(1,3-dioxolan-2-yl)benzyl bromide (0.50 g., 2.06 mmol) in tetrahydrofuran (2 ml) was added. The mixture was stirred at room temperature for 20 hours then treated with glacial acetic acid (130 μl), diluted w... Starting materials: C1(C=2C(C(N1CC(=O)O)=O)=CC=CC2)=O (2phthalimidoacetic acid), S(O)(O)(=O)=O (sulfuric acid), [N+](=O)(O)[O-] (nitric acid), ice water. Product: [N+](=O)([O-])C=1C=C2C(C(=O)N(C2=O)CC(=O)O)=CC1 (2-(4-Nitrophthalimido)acetic acid). Reaction SMILES: S(=O)(=O)(O)O.[C:6]1(=[O:20])[N:10]([CH2:11][C:12]([OH:14])=[O:13])[C:9](=[O:15])[C:8]2=[CH:16][CH:17]=[CH:18][CH:19]=[C:7]12.[N+:21]([O-])([OH:23])=[O:22]>>[N+:21]([C:17]1[CH:16]=[C:8]2[C:9](=[O:15])[N:10]([CH2:11][C:12]([OH:14])=[O:13])[C:6](=[O:20])[C:7]2=[CH:19][CH:18]=1)([O-:23])=[O:22]. Reported procedure: To a mixture of concentrated sulfuric acid (350 ml) and fuming nitric acid (d=1.52)(60 ml) was added 2phthalimidoacetic acid (70 g) with stirring and under ice-cooling. The mixture was stirred for 1 hour under ice-cooling and for 2 hours at room temperature, and poured into ice-water (2 l). The resultant precipitate was collected by filtration and recrystallized from a mixture of water (2 l) and ethanol (1 l) to give the title compound (60 g) as light yellow sharp-pointed needles. Starting materials: O (water), N1C=CC=2C(=CC=CC12)C=O (1H-Indole-4-carbaldehyde), C1(=CC=CC=C1)S(=O)(=O)Cl (benzenesulfonyl chloride), [H-].[Na+] (NaH). Solvent: CCOC(=O)C (EtOAc), CN(C)C=O (DMF). Product: C1(=CC=CC=C1)S(=O)(=O)N1C=CC=2C(=CC=CC12)C=O (1-(Phenylsulfonyl)-1H-indole-4-carbaldehyde). As a reaction SMILES: [NH:1]1[C:9]2[CH:8]=[CH:7][CH:6]=[C:5]([CH:10]=[O:11])[C:4]=2[CH:3]=[CH:2]1.[H-].[Na+].[C:14]1([S:20](Cl)(=[O:22])=[O:21])[CH:19]=[CH:18][CH:17]=[CH:16][CH:15]=1.O>CN(C=O)C.CCOC(C)=O>[C:14]1([S:20]([N:1]2[C:9]3[CH:8]=[CH:7][CH:6]=[C:5]([CH:10]=[O:11])[C:4]=3[CH:3]=[CH:2]2)(=[O:22])=[O:21])[CH:19]=[CH:18][CH:17]=[CH:16][CH:15]=1 |f:1.2|. Reported procedure: 1H-Indole-4-carbaldehyde (24.8 g, 0.17 mol) was dissolved in dry DMF (500 ml), cooled in ice-bath and NaH (7.5 g (60% suspension in oil), 0.19 mol, 1.1 eq.) was added. After stirring for a few minutes, the cold bath was removed and the r×n mixture was stirred at room temperature for 40 min. under Ar. The insoluble NaH clumps were brought in solution by means of sonication for a few minutes. The mixture was cooled in ice-bath and benzenesulfonyl chloride (23.9 ml, 0.188 mol, 1.1 e.q.) was added d... Reactants: C(C)(C)(C)N=NC1(CCCCC1)N=C=O (1-t-butylazo-1-isocyanatocyclohexane), C1(=CC=CC=C1)NN (phenylhydrazine). Run in CCCCC (Pentane). Product: C(C)(C)(C)N=NC1(CCCCC1)NC(NNC1=CC=CC=C1)=O (4-[1-(t-Butylazo)cyclohexyl]-1-phenylsemicarbazide). Reaction SMILES: [C:1]([N:5]=[N:6][C:7]1([N:13]=[C:14]=[O:15])[CH2:12][CH2:11][CH2:10][CH2:9][CH2:8]1)([CH3:4])([CH3:3])[CH3:2].[C:16]1([NH:22][NH2:23])[CH:21]=[CH:20][CH:19]=[CH:18][CH:17]=1>CCCCC>[C:1]([N:5]=[N:6][C:7]1([NH:13][C:14](=[O:15])[NH:23][NH:22][C:16]2[CH:21]=[CH:20][CH:19]=[CH:18][CH:17]=2)[CH2:12][CH2:11][CH2:10][CH2:9][CH2:8]1)([CH3:4])([CH3:2])[CH3:3]. Procedure details: To 6.6 grams (0.0315 moles) of 1-t-butylazo-1-isocyanatocyclohexane cooled to 5° C. and stirred with a magnetic stirrer in a 50 ml erlenmeyer flask was added dropwise 3.42 grams (0.0315 moles) of phenylhydrazine. The reaction was very exothermic and rapid. Pentane was added to slurry the solid product and the slurry was filtered. The white solid filter cake was air dried and weighed 10.0 grams (100% crude yield). The product melted at 140°-142° C. with decomposition. The infrared spectrum of the...